From a dataset of the Open Reaction Database (ORD), a public repository of structured organic reaction records. describe an organic reaction: reactants, conditions, products, and yield Conditions: time 20 minute. The product is ClC=1C=C(C=C(C1)F)C1=CC2=C(NC(=N2)NC(=O)C=2N=C3N(N=C(C=C3)OC[C@H]3OCCC3)C2)C=C1 (6-[(S)-1-(Tetrahydro-furan-2-yl)methoxy]-imidazol[1,2-b]pyridazine-2-carboxylic acid [5-(3-chloro-5-fluoro-phenyl)-1H-benzoimidazol-2-yl]-amide). Reaction SMILES: [O:1]1[CH2:5][CH2:4][CH2:3][C@H:2]1[CH2:6][OH:7].[Cl:8][C:9]1[CH:10]=[C:11]([C:16]2[CH:37]=[CH:36][C:19]3[NH:20][C:21]([NH:23][C:24]([C:26]4[N:27]=[C:28]5[CH:33]=[CH:32][C:31](Cl)=[N:30][N:29]5[CH:35]=4)=[O:25])=[N:22][C:18]=3[CH:17]=2)[CH:12]=[C:13]([F:15])[CH:14]=1.O>CN(C=O)C>[Cl:8][C:9]1[CH:10]=[C:11]([C:16]2[CH:37]=[CH:36][C:19]3[NH:20][C:21]([NH:23][C:24]([C:26]4[N:27]=[C:28]5[CH:33]=[CH:32][C:31]([O:7][CH2:6][C@@H:2]6[CH2:3][CH2:4][CH2:5][O:1]6)=[N:30][N:29]5[CH:35]=4)=[O:25])=[N:22][C:18]=3[CH:17]=2)[CH:12]=[C:13]([F:15])[CH:14]=1. Procedure details: To a solution of (S)-(tetrahydrofuran-2-yl-)-methanol (30.6 mg) in dry DMF (1 mL) NaH (12 mg, 60% dispersion in mineral oil) was added, and the mixture was stirred at room temperature for 20 minutes under nitrogen. To this mixture 6-chloro-imidazo[1,2-b]pyridazine-2-carboxylic acid [5-(3-chloro-5-fluoro-phenyl)-1H-benzoimidazol-2-yl]-amide (44.0 mg) was added, and the mixture was warmed to 80° C. The reaction was monitored by LCMS until substantially complete. Then, 10 mL of water was added and ... The solvent is CN(C)C=O (DMF). Reactants: ClC=1C=C(C=C(C1)F)C1=CC2=C(NC(=N2)NC(=O)C=2N=C3N(N=C(C=C3)Cl)C2)C=C1 (6-chloro-imidazo[1,2-b]pyridazine-2-carboxylic acid [5-(3-chloro-5-fluoro-phenyl)-1H-benzoimidazol-2-yl]-amide), O1[C@@H](CCC1)CO ((S)-(tetrahydrofuran-2-yl-)-methanol), O (water). Starting materials: C(CCl)NC(=O)N(CCCl)N=O (BCNU), CCCCCC (hexane). Run in C1=CC=CC=C1 (benzene). Yields the product ClCCNC(=O)NCCCl (1,3-bis(2-chloroethyl)urea). Reaction SMILES: [CH2:1]([NH:4][C:5]([N:7](N=O)[CH2:8][CH2:9][Cl:10])=[O:6])[CH2:2][Cl:3].CCCCCC>C1C=CC=CC=1>[Cl:3][CH2:2][CH2:1][NH:4][C:5]([NH:7][CH2:8][CH2:9][Cl:10])=[O:6]. Procedure details: A suspension of 1.11 mmole (0.205 g) of 1,3-bis(2-chloroethyl)urea in 8 ml methylene dichloride at -10° C. was saturated with dinitrogen trioxide in 20% excess of theoretical. The heterogeneous mixture gradually changed to a green homogeneous solution. The methylene dichloride was evaporated, and the residue was extracted with 3× 10 ml hexane. Evaporation of the hexane gave 0.1773 g of oil which was the crude BCNU (NSC 409962). The hexane insoluble portion, 0.0649 g, when treated with benzene, g... The reactants are O1CCCCC1. Reagents/catalysts: O1B(OC(C)(C)C1(C)C)B2OC(C)(C)C(O2)(C)C, N=1C=CC=C2C=CC=3C=CC(=NC3C12)C, C[OH2+].C[OH2+].C1CC=CCCC=C1.C1CC=CCCC=C1.[Ir].[Ir]. Solvent: C1CCCCCCC1. Conditions: temperature 100 celsius, time 20 hour. Yields the product O1B(OC(C)(C)C1(C)C)C2COCCC2. The yield is 40.0%. The reactants are [O-]I(=O)(=O)=O.[Na+] (sodium (meta)periodate), C(C)(=O)[O-].[Na+] (sodium acetate), C(C)(=O)O (acetic acid), COC(CC1C(C2=CC(=CC=C2CC1)Cl)=NN(C)C)OC (7-Chloro-1-(dimethylhydrazono)-1,2,3,4-tetrahydro-2-naphthaleneacetaldehyde dimethyl acetal). Solvent: O (water), O1CCCC1 (tetrahydrofuran), O (water). Conditions: temperature 50 celsius, time 18 hour. The product is COC(CC1C(C2=CC(=CC=C2CC1)Cl)=O)OC (7-chloro-1,2,3,4-tetrahydro-1-oxo-2-naphthaleneacetaldehyde dimethyl acetal). The yield is 34.7%. Reaction SMILES: [CH3:1][O:2][CH:3]([O:20][CH3:21])[CH2:4][CH:5]1[CH2:14][CH2:13][C:12]2[C:7](=[CH:8][C:9]([Cl:15])=[CH:10][CH:11]=2)[C:6]1=NN(C)C.[O-:22]I(=O)(=O)=O.[Na+].C([O-])(=O)C.[Na+].C(O)(=O)C>O1CCCC1.O>[CH3:1][O:2][CH:3]([O:20][CH3:21])[CH2:4][CH:5]1[CH2:14][CH2:13][C:12]2[C:7](=[CH:8][C:9]([Cl:15])=[CH:10][CH:11]=2)[C:6]1=[O:22] |f:1.2,3.4|. Reported procedure: 7-Chloro-1-(dimethylhydrazono)-1,2,3,4-tetrahydro-2-naphthaleneacetaldehyde dimethyl acetal (16.0 g) was dissolved under argon in 700 ml of tetrahydrofuran and 180 ml of water. The solution was treated in succession with 30.8 g of sodium (meta)periodate, 11.8 g of sodium acetate and 120 ml of acetic acid and stirred at 50° C. for 18 hours. Subsequently, 2000 ml of water were added and the mixture was extracted three times with 500 ml of ethyl acetate each time. The organic phases were washed wit... Reactants: C(C)OC(C1=CC=C(C=C1)OCCCN1CCC(CC1)C(O)(C1=CC=C(C=C1)F)C1=CC=C(C=C1)F)=O (4-[3-[4-[bis(4-fluorophenyl)hydroxymethyl]-1-piperidinyl]propoxy]benzoic acid ethyl ester), [OH-].[K+] (potassium hydroxide), ice water, [Cl-].[Na+] (Sodium chloride), C(C)(=O)O (Acetic acid). Run in C(C)O (ethanol), O (water). Conditions: time 8 hour. Product: O.Cl.FC1=CC=C(C=C1)C1C(N(CCC1)CCCOC1=CC=C(C(=O)O)C=C1)(CO)C1=CC=C(C=C1)F (4-[Bis(4-fluorophenyl)hydroxymethyl-1-piperidinyl]propoxy -benzoic acid hydrochloride hydrate). Yield: 8.0%. RXN SMILES: C([O:3][C:4](=[O:37])[C:5]1[CH:10]=[CH:9][C:8]([O:11][CH2:12][CH2:13][CH2:14][N:15]2[CH2:20][CH2:19][CH:18]([C:21](C3C=CC(F)=CC=3)([C:23]3[CH:28]=[CH:27][C:26]([F:29])=[CH:25][CH:24]=3)O)[CH2:17][CH2:16]2)=[CH:7][CH:6]=1)C.[OH-:38].[K+].[C:40](O)(=O)[CH3:41].[Cl-:44].[Na+]>C(O)C.O>[OH2:3].[ClH:44].[F:29][C:26]1[CH:27]=[CH:28][C:23]([CH:21]2[CH2:18][CH2:19][CH2:20][N:15]([CH2:14][CH2:13][CH2:12][O:11][C:8]3[CH:9]=[CH:10][C:5]([C:4]([OH:3])=[O:37])=[CH:6][CH:7]=3)[C:16]2([C:41]2[CH:40]=[CH:27][C:26]([F:29])=[CH:25][CH:24]=2)[CH2:17][OH:38])=[CH:24][CH:25]=1 |f:1.2,4.5,8.9.10|. Procedure details: A solution of 2.7 g (0.005 mole) of 4-[3-[4-[bis(4-fluorophenyl)hydroxymethyl]-1-piperidinyl]propoxy]benzoic acid ethyl ester and 1.2 g(0.022 mole) of potassium hydroxide in 50 ml of ethanol and 20 ml of water was heated on a steam bath for 2 hr. Acetic acid, 10 ml, was added and the solution was poured into 500 ml of ice water and the mixture was allowed to stand at ambient temperature overnight. Sodium chloride was added to the mixture to give a coagulated solid. The solid was collected by fil... The reactants are C(C)(C)NC(=O)[C@H]1CC[C@H](CC1)N1\C(\NC=2C=NC(=CC21)OCCN2CCCCC2)=N\C(=O)C=2C=CC1=C(SC=C1)C2 ((E)-N-(1-(cis-4-(isopropylcarbamoyl)cyclohexyl)-6-(2-(piperidin-1-yl)ethoxy)-1H-imidazo[4,5-c]pyridin-2(3H)-ylidene)benzo[b]thiophene-6-carboxamide), ClC=1C=C(C(=O)O)C=CC1F (3-chloro-4-fluorobenzoic acid). Yields the product ClC=1C=C(C(=O)/N=C\2/N(C3=C(C=NC(=C3)OCCN3CCCCC3)N2)[C@@H]2CC[C@@H](CC2)C(NC(C)C)=O)C=CC1F ((E)-3-chloro-4-fluoro-N-(1-(cis-4-(isopropylcarbamoyl)cyclohexyl)-6-(2-(piperidin-1-yl)ethoxy)-1H-imidazo[4,5-c]pyridin-2(3H)-ylidene)benzamide). Yield: 45.4%. RXN SMILES: [CH:1]([NH:4][C:5]([C@@H:7]1[CH2:12][CH2:11][C@H:10]([N:13]2[C:21]3[CH:20]=[C:19]([O:22][CH2:23][CH2:24][N:25]4[CH2:30][CH2:29][CH2:28][CH2:27][CH2:26]4)[N:18]=[CH:17][C:16]=3[NH:15]/[C:14]/2=[N:31]\C(C2C=CC3C=CSC=3C=2)=O)[CH2:9][CH2:8]1)=[O:6])([CH3:3])[CH3:2].[Cl:43][C:44]1[CH:45]=[C:46]([CH:50]=[CH:51][C:52]=1[F:53])[C:47]([OH:49])=O>>[Cl:43][C:44]1[CH:45]=[C:46]([CH:50]=[CH:51][C:52]=1[F:53])[C:47](/[N:31]=[C:14]1/[N:13]([C@H:10]2[CH2:9][CH2:8][C@@H:7]([C:5](=[O:6])[NH:4][CH:1]([CH3:2])[CH3:3])[CH2:12][CH2:11]2)[C:21]2[CH:20]=[C:19]([O:22][CH2:23][CH2:24][N:25]3[CH2:30][CH2:29][CH2:28][CH2:27][CH2:26]3)[N:18]=[CH:17][C:16]=2[NH:15]/1)=[O:49]. Procedure details: The title compound was prepared using a method analogous to the preparation of (E)-N-(1-(cis-4-(isopropylcarbamoyl)cyclohexyl)-6-(2-(piperidin-1-yl)ethoxy)-1H-imidazo[4,5-c]pyridin-2(3H)-ylidene)benzo[b]thiophene-6-carboxamide, using 3-chloro-4-fluorobenzoic acid. The material was purified via preparative HPLC (0.1% NH4OH in ACN/H2O) to provide (E)-3-chloro-4-fluoro-N-(1-(cis-4-(isopropylcarbamoyl)cyclohexyl)-6-(2-(piperidin-1-yl)ethoxy)-1H-imidazo[4,5-c]pyridin-2(3H)-ylidene)benzamide (45.4% yi...